From a dataset of the Open Reaction Database (ORD), a public repository of structured organic reaction records. describe an organic reaction: reactants, conditions, products, and yield The reactants are [Al+3], COc1ccccc1, CCCCCCC, [Cl-], [Cl-], [Cl-], ClCCCl, Cl, O=C(Cl)c1ccc(F)cc1F. The product is COc1ccc(C(=O)c2ccc(F)cc2F)cc1. Reaction SMILES: [Al+3:21].[CH3:12][O:13][c:14]1[cH:15][cH:16][cH:17][cH:18][cH:19]1.[CH3:25][CH2:26][CH2:27][CH2:28][CH2:29][CH2:30][CH3:31].[Cl-:20].[Cl-:22].[Cl-:23].[Cl:32][CH2:33][CH2:34][Cl:35].[ClH:24].[F:1][c:2]1[c:3]([C:4](=[O:5])[Cl:6])[cH:7][cH:8][c:9]([F:11])[cH:10]1>>[F:1][c:2]1[c:3]([C:4](=[O:5])[c:17]2[cH:16][cH:15][c:14]([O:13][CH3:12])[cH:19][cH:18]2)[cH:7][cH:8][c:9]([F:11])[cH:10]1. Reactants: C(C1=CC=CC=C1)[C@@H]([C@@H](CNCC1=CC(=CC=C1)C(F)(F)F)O)NC(=O)C=1C=2CCN(C(C2C=CC1)=O)C(CCC)CCC (N-[(1S,2R)-1-benzyl-2-hydroxy-3-{[3-(trifluoromethyl)benzyl]amino}propyl]-1-oxo-2-(1-propylbutyl)-1,2,3,4-tetrahydroisoquinoline-5-carboxamide), Cl (hydrochloric acid). Solvent: C(C)OCC (ethyl ether), O1CCOCC1 (dioxane). The product is Cl.C(C1=CC=CC=C1)[C@@H]([C@@H](CNCC1=CC(=CC=C1)C(F)(F)F)O)NC(=O)C=1C=2CCN(C(C2C=CC1)=O)C(CCC)CCC (N-[(1S,2R)-1-benzyl-2-hydroxy-3-{[3-(trifluoromethyl)benzyl]amino}propyl]-1-oxo-2-(1-propylbutyl)-1,2,3,4-tetrahydroisoquinoline-5-carboxamide hydrochloride). Reaction SMILES: [CH2:1]([C@H:8]([NH:24][C:25]([C:27]1[C:28]2[CH2:29][CH2:30][N:31]([CH:38]([CH2:42][CH2:43][CH3:44])[CH2:39][CH2:40][CH3:41])[C:32](=[O:37])[C:33]=2[CH:34]=[CH:35][CH:36]=1)=[O:26])[C@H:9]([OH:23])[CH2:10][NH:11][CH2:12][C:13]1[CH:18]=[CH:17][CH:16]=[C:15]([C:19]([F:22])([F:21])[F:20])[CH:14]=1)[C:2]1[CH:7]=[CH:6][CH:5]=[CH:4][CH:3]=1.[ClH:45]>C(OCC)C.O1CCOCC1>[ClH:45].[CH2:1]([C@H:8]([NH:24][C:25]([C:27]1[C:28]2[CH2:29][CH2:30][N:31]([CH:38]([CH2:42][CH2:43][CH3:44])[CH2:39][CH2:40][CH3:41])[C:32](=[O:37])[C:33]=2[CH:34]=[CH:35][CH:36]=1)=[O:26])[C@H:9]([OH:23])[CH2:10][NH:11][CH2:12][C:13]1[CH:18]=[CH:17][CH:16]=[C:15]([C:19]([F:21])([F:22])[F:20])[CH:14]=1)[C:2]1[CH:3]=[CH:4][CH:5]=[CH:6][CH:7]=1 |f:4.5|. Reported procedure: 38 mg of N-[(1S,2R)-1-benzyl-2-hydroxy-3-{[3-(trifluoromethyl)benzyl]amino}propyl]-1-oxo-2-(1-propylbutyl)-1,2,3,4-tetrahydroisoquinoline-5-carboxamide are dissolved in 8 cm3 of ethyl ether at a temperature close to 20° C. 0.2 cm3 of a 4M hydrochloric acid solution in dioxane is added while stirring under argon. The reaction mixture precipitates. The stirring is stopped in order to remove the supernatant, then 5 cm3 of ethyl ether are again added. This operation is carried out 3 times. The last ... Starting materials: CN(C)c1ccccc1, ClCCl, O, O=S(=O)(O)Cl. The product is CN(C)c1cccc(S(=O)(=O)Cl)c1. As a reaction SMILES: [CH3:6][N:7]([c:8]1[cH:9][cH:10][cH:11][cH:12][cH:13]1)[CH3:14].[Cl:15][CH2:16][Cl:17].[OH2:18].[S:1]([OH:2])(=[O:3])(=[O:4])[Cl:5]>>[S:1](=[O:2])(=[O:3])([Cl:5])[c:10]1[cH:9][c:8]([N:7]([CH3:6])[CH3:14])[cH:13][cH:12][cH:11]1. The reactants are COC(C1=C(C=C(C=C1C)Br)Cl)=O (4-bromo-2-chloro-6-methyl-benzoic acid methyl ester), BrN1C(CCC1=O)=O (N-bromosuccinimide), C(C1=CC=CC=C1)(=O)OOC(C1=CC=CC=C1)=O (benzoyl peroxide). Run in C(Cl)(Cl)(Cl)Cl (carbon tetrachloride). Yields the product COC(C1=C(C=C(C=C1Cl)Br)CBr)=O (4-bromo-2-bromomethyl-6-chloro-benzoic acid methyl ester). RXN SMILES: [CH3:1][O:2][C:3](=[O:13])[C:4]1[C:9]([CH3:10])=[CH:8][C:7]([Br:11])=[CH:6][C:5]=1[Cl:12].[Br:14]N1C(=O)CCC1=O.C(OOC(=O)C1C=CC=CC=1)(=O)C1C=CC=CC=1>C(Cl)(Cl)(Cl)Cl>[CH3:1][O:2][C:3](=[O:13])[C:4]1[C:5]([Cl:12])=[CH:6][C:7]([Br:11])=[CH:8][C:9]=1[CH2:10][Br:14]. Procedure details: A mixture of 4-bromo-2-chloro-6-methyl-benzoic acid methyl ester (2.447 g, 9.27 mmol,), N-bromosuccinimide (1.815 g, 10.2 mmol), and benzoyl peroxide (0.051 g, 0.22 mmol) in carbon tetrachloride (30 mL) was refluxed until most of the starting materials were consumed (as analyzed by GC/MS). The resulting mixture was filtered and the filtrate concentrated to afford 4-bromo-2-bromomethyl-6-chloro-benzoic acid methyl ester. The product was used without further purification. The product is CCOC(=O)c1ccc(Br)cc1-c1ccc(OC)c(OC)c1. Reaction SMILES: [Br-:28].[BrH:23].[CH3:30][C:31](=[O:32])[OH:33].[N:24]([O-:25])=[O:26].[NH2:1][c:2]1[cH:3][c:4](-[c:13]2[cH:14][c:15]([O:21][CH3:22])[c:16]([O:19][CH3:20])[cH:17][cH:18]2)[c:5]([C:6](=[O:7])[O:8][CH2:9][CH3:10])[cH:11][cH:12]1.[Na+:27].[OH2:29]>>[c:2]1([Br:23])[cH:3][c:4](-[c:13]2[cH:14][c:15]([O:21][CH3:22])[c:16]([O:19][CH3:20])[cH:17][cH:18]2)[c:5]([C:6](=[O:7])[O:8][CH2:9][CH3:10])[cH:11][cH:12]1. Reactants: [Br-], Br, CC(=O)O, O=N[O-], CCOC(=O)c1ccc(N)cc1-c1ccc(OC)c(OC)c1, [Na+], O. Starting materials: O (Water), O.[OH-].[Li+] (lithium hydroxide hydrate), C(C)OC(CNC(CNC([C@@H](NC(=O)C=1OC=CC1)CC1CCCCC1)=O)=O)=O (2-furoyl-β-cyclohexyl-L-alanyl-glycyl-glycine ethyl ester). Solvent: O1CCCC1 (tetrahydrofuran), O.C(C)O (water ethanol), O.C(C)O (water ethanol). Reaction conditions: time 1 hour. The product is O1C(=CC=C1)C(=O)N[C@@H](CC1CCCCC1)C(=O)NCC(=O)NCC(=O)O (2-furoyl-β-cyclohexyl-L-alanyl-glycyl-glycine). Isolated yield 96.9%. Reaction SMILES: O.O.[OH-].[Li+].C([O:7][C:8](=[O:33])[CH2:9][NH:10][C:11](=[O:32])[CH2:12][NH:13][C:14](=[O:31])[C@H:15]([CH2:24][CH:25]1[CH2:30][CH2:29][CH2:28][CH2:27][CH2:26]1)[NH:16][C:17]([C:19]1[O:20][CH:21]=[CH:22][CH:23]=1)=[O:18])C>O1CCCC1.O.C(O)C>[O:20]1[CH:21]=[CH:22][CH:23]=[C:19]1[C:17]([NH:16][C@H:15]([C:14]([NH:13][CH2:12][C:11]([NH:10][CH2:9][C:8]([OH:33])=[O:7])=[O:32])=[O:31])[CH2:24][CH:25]1[CH2:30][CH2:29][CH2:28][CH2:27][CH2:26]1)=[O:18] |f:1.2.3,6.7|. Procedure: Water (0.1 mL) and 2.7 mg of lithium hydroxide hydrate (0.0643 mmol) were added to a solution of 22.5 mg of 2-furoyl-β-cyclohexyl-L-alanyl-glycyl-glycine ethyl ester (0.0552 mmol) in tetrahydrofuran (0.2 mL). After stirring for 1 hour at room temperature, water-ethanol (1:10, 0.5 mL) and 48.1 mg of IRC-50 (about 0.48 mg equivalent) were added and the mixture was stirred for 0.5 hour. IRC-50 (0.3 mg) was swelled in water-ethanol (1:10), and filled in a glass tube, and the mixture was placed on th...